This data is from the Open Reaction Database (ORD), a public repository of structured organic reaction records. The task is: describe an organic reaction: reactants, conditions, products, and yield Starting materials: CCN=C=NCCCN(C)C, CCCS(=O)(=O)Nc1ccc(F)c(C(=O)O)c1F, Nc1cnc2c(c1)c(I)cn2S(=O)(=O)c1ccccc1, CN(C)C=O, On1nnc2ccccc21. Product: CCCS(=O)(=O)Nc1ccc(F)c(C(=O)Nc2cnc3c(c2)c(I)cn3S(=O)(=O)c2ccccc2)c1F. RXN SMILES: [CH3:39][CH2:40][N:41]=[C:42]=[N:43][CH2:44][CH2:45][CH2:46][N:47]([CH3:48])[CH3:49].[F:21][c:22]1[c:23]([C:24](=[O:25])[OH:26])[c:27]([F:38])[cH:28][cH:29][c:30]1[NH:31][S:32](=[O:33])(=[O:34])[CH2:35][CH2:36][CH3:37].[I:1][c:2]1[cH:3][n:4]([S:12](=[O:13])(=[O:14])[c:15]2[cH:16][cH:17][cH:18][cH:19][cH:20]2)[c:5]2[n:6][cH:7][c:8]([NH2:11])[cH:9][c:10]12.[O:60]=[CH:61][N:62]([CH3:63])[CH3:64].[OH:50][n:51]1[c:52]2[c:53]([cH:54][cH:55][cH:56][cH:57]2)[n:58][n:59]1>>[I:1][c:2]1[cH:3][n:4]([S:12](=[O:13])(=[O:14])[c:15]2[cH:16][cH:17][cH:18][cH:19][cH:20]2)[c:5]2[n:6][cH:7][c:8]([NH:11][C:24]([c:23]3[c:22]([F:21])[c:30]([NH:31][S:32](=[O:33])(=[O:34])[CH2:35][CH2:36][CH3:37])[cH:29][cH:28][c:27]3[F:38])=[O:25])[cH:9][c:10]12. As a reaction SMILES: [C:1]([O:2][C:3](=[O:4])[NH:7][c:8]1[c:9]([NH:22][C:23]([CH2:24][C:25](=[O:5])[c:27]2[cH:28][c:29]([C:33]#[N:34])[n:30][cH:31][cH:32]2)=[O:35])[cH:10][c:11]([C:14]#[C:15][c:16]2[cH:17][cH:18][cH:19][cH:20][cH:21]2)[cH:12][cH:13]1)([CH3:6])([CH3:26])[CH3:36].[Cl:44][CH2:45][Cl:46].[F:37][C:38]([F:39])([F:40])[C:41]([OH:42])=[O:43]>>[N:7]1=[C:25]([c:27]2[cH:28][c:29]([C:33]#[N:34])[n:30][cH:31][cH:32]2)[CH2:24][C:23](=[O:35])[NH:22][c:9]2[c:8]1[cH:13][cH:12][c:11]([C:14]#[C:15][c:16]1[cH:17][cH:18][cH:19][cH:20][cH:21]1)[cH:10]2. Reactants: CC(C)(C)OC(=O)Nc1ccc(C#Cc2ccccc2)cc1NC(=O)CC(=O)c1ccnc(C#N)c1, ClCCl, O=C(O)C(F)(F)F. Product: N#Cc1cc(C2=Nc3ccc(C#Cc4ccccc4)cc3NC(=O)C2)ccn1. Product: C(C)(C)(C)C1=CC=C(C=C1)C1=CC(=NC(=N1)OC)NC1=CC2=C(OCCO2)C=C1 (6-(4-tert-Butylphenyl)-N-(2,3-dihydrobenzo[b][1,4]dioxin-6-yl)-2-methoxypyrimidin-4-amine). The reactants are C(C)(C)(C)C1=CC=C(C=C1)C1=CC(=NC(=N1)SC)NC1=CC2=C(OCCO2)C=C1 (6-(4-tert-butylphenyl)-N-(2,3-dihydrobenzo[b][1,4]dioxin-6-yl)-2-(methylthio)pyrimidin-4-amine), C1=CC(=CC(=C1)Cl)C(=O)OO (m-CPBA). Procedure details: To a 50-mL, round-bottomed flask containing a solution of 6-(4-tert-butylphenyl)-N-(2,3-dihydrobenzo[b][1,4]dioxin-6-yl)-2-(methylthio)pyrimidin-4-amine from step (b) above (0.41 g, 1.0 mmol) in CH2Cl2 (10 mL) was added m-CPBA (0.38 g, 2.2 mmol, Aldrich). The reaction mixture was stirred at room temperature for 0.5 h, and the solvent was removed in vacuo. The residue was dried in vacuo to provide the title product. MS (ESI, pos. ion) m/z: 439 (M+1). Reaction SMILES: [C:1]([C:5]1[CH:10]=[CH:9][C:8]([C:11]2[N:16]=[C:15](SC)[N:14]=[C:13]([NH:19][C:20]3[CH:29]=[CH:28][C:23]4[O:24][CH2:25][CH2:26][O:27][C:22]=4[CH:21]=3)[CH:12]=2)=[CH:7][CH:6]=1)([CH3:4])([CH3:3])[CH3:2].C1C=C(Cl)C=C([C:37](OO)=[O:38])C=1>C(Cl)Cl>[C:1]([C:5]1[CH:10]=[CH:9][C:8]([C:11]2[N:16]=[C:15]([O:38][CH3:37])[N:14]=[C:13]([NH:19][C:20]3[CH:29]=[CH:28][C:23]4[O:24][CH2:25][CH2:26][O:27][C:22]=4[CH:21]=3)[CH:12]=2)=[CH:7][CH:6]=1)([CH3:4])([CH3:3])[CH3:2]. The solvent is C(Cl)Cl (CH2Cl2). Conditions: time 0.5 hour. Starting materials: C(C)(=O)C1=CC=C(C=C1)B(O)O (4-acetyl-phenylboronic acid), COC(C1=CC(=CC=C1)CN(C(C#CC(C)C)=O)C1=C(C=CC=C1)I)=O (3-{[(2-iodo phenyl)-(4-methyl-pent-2-ynoyl)-amino]-methyl}-benzoic acid methyl ester). Product: COC(C1=CC(=CC=C1)CN1C(/C(/C2=CC=CC=C12)=C(\C(C)C)/C1=CC=C(C=C1)C(C)=O)=O)=O (3-{3-[1-(4-Acetyl-phenyl)-2-methyl-prop-(E)-ylidene]-2-oxo-2,3-dihydro-indol-1-ylmethyl}-benzoic acid methyl ester). As a reaction SMILES: [C:1]([C:4]1[CH:9]=[CH:8][C:7](B(O)O)=[CH:6][CH:5]=1)(=[O:3])[CH3:2].[CH3:13][O:14][C:15](=[O:38])[C:16]1[CH:21]=[CH:20][CH:19]=[C:18]([CH2:22][N:23]([C:31]2[CH:36]=[CH:35][CH:34]=[CH:33][C:32]=2I)[C:24](=[O:30])[C:25]#[C:26][CH:27]([CH3:29])[CH3:28])[CH:17]=1>>[CH3:13][O:14][C:15](=[O:38])[C:16]1[CH:21]=[CH:20][CH:19]=[C:18]([CH2:22][N:23]2[C:31]3[C:36](=[CH:35][CH:34]=[CH:33][CH:32]=3)/[C:25](=[C:26](\[C:7]3[CH:8]=[CH:9][C:4]([C:1](=[O:3])[CH3:2])=[CH:5][CH:6]=3)/[CH:27]([CH3:29])[CH3:28])/[C:24]2=[O:30])[CH:17]=1. Procedure details: The title compound was prepared in analogy to Example 84 starting from 4-acetyl-phenylboronic acid (commercially available) and 3-{[(2-iodo phenyl)-(4-methyl-pent-2-ynoyl)-amino]-methyl}-benzoic acid methyl ester. 1H NMR (CDCl3, 300 MHz) δppm 8.03-8.11 (m, 4H), 7.94 (d, 1H), 7.71 (d, 1H), 7.52 (d, 1H), 7.40 (t, 1H), 7.29 (d, 2H), 7.00 (t, 1H), 6.61 (d, 1H), 6.54 (t, 1H), 5.61 (d, H), 5.02-5.07 (m, 3H), 3.90 (s, 3H), 2.70 (s, 3H), 1.19 (d, 3H), 1.17 (d, 3H). Starting materials: BrC(C(=O)OCC)CC1=CC=CC=C1 (EThyl 2-bromo-3-phenylpropionate), CN1CCNCC1 (N-methylpiperazine), C(Cl)Cl (CH2Cl2). Solvent: CO (MeOH). Product: C(C)OC(C(CC1=CC=CC=C1)N1CCN(CC1)C)=O (2-(4-methylpiperazino)-3-phenylpropionic acid ethyl ester). The yield is 14.3%. As a reaction SMILES: Br[CH:2]([CH2:8][C:9]1[CH:14]=[CH:13][CH:12]=[CH:11][CH:10]=1)[C:3]([O:5][CH2:6][CH3:7])=[O:4].[CH3:15][N:16]1[CH2:21][CH2:20][NH:19][CH2:18][CH2:17]1.C(Cl)Cl>CO>[CH2:6]([O:5][C:3](=[O:4])[CH:2]([N:19]1[CH2:20][CH2:21][N:16]([CH3:15])[CH2:17][CH2:18]1)[CH2:8][C:9]1[CH:14]=[CH:13][CH:12]=[CH:11][CH:10]=1)[CH3:7]. Procedure: EThyl 2-bromo-3-phenylpropionate (1.95 g) was treated with 3.05 g N-methylpiperazine as described in Example 95 to afford 0.30 g pure product after chromatography (9:1 CH2Cl2 :MeOH). NMR (300 MHz, CDCl3) delta 1.10 (d, J=7 Hz, 3H), 2.26 (s, 3H), 3.37 (m, 1H), 4.00 (m, 2H).